This data is from the Open Reaction Database (ORD), a public repository of structured organic reaction records. The task is: describe an organic reaction: reactants, conditions, products, and yield Starting materials: COC(NC(C(C)C)C(=O)N1CN(CC1C=1NC=C(N1)C1=CC=C(C=C1)Br)C(C)=O)=O ({1-[1′-Acetyl-4-(4-bromo-phenyl)-1′,2′,4′,5′-tetrahydro-1H-[2,4′]biimidazolyl-3′-carbonyl]-2-methyl-propyl}-carbamic acid methyl ester), COCCOC (DME), COC(NC(C(C)C)C(=O)N1C(CCC1)C=1NC=C(N1)C1=CC=C(C=C1)B1OC(C(O1)(C)C)(C)C)=O ([2-Methyl-1-(2-{4-[4-(4,4,5,5-tetramethyl-[1,3,2]dioxaborolan-2-yl)-phenyl]-1H-imidazol-2-yl}-pyrrolidine-1-carbonyl)-propyl]carbamic acid methyl ester), C([O-])([O-])=O.[K+].[K+] (Potassium carbonate). Reagents/catalysts: C=1C=CC(=CC1)[P](C=2C=CC=CC2)(C=3C=CC=CC3)[Pd]([P](C=4C=CC=CC4)(C=5C=CC=CC5)C=6C=CC=CC6)([P](C=7C=CC=CC7)(C=8C=CC=CC8)C=9C=CC=CC9)[P](C=1C=CC=CC1)(C=1C=CC=CC1)C=1C=CC=CC1 (Pd(PPh3)4). Run in O (water). Conditions: temperature 120 celsius. Product: COC(NC(C(C)C)C(=O)N1CN(CC1C=1NC(=CN1)C1=CC=C(C=C1)C1=CC=C(C=C1)C=1NC(=NC1)C1N(CCC1)C(C(C(C)C)NC(=O)OC)=O)C(C)=O)=O ({1-[1′-Acetyl-5-(4′-{2-[1-(2-methoxycarbonylamino-3-methyl-butyryl)-pyrrolidin-2-yl]-3H-imidazol-4-yl}-biphenyl-4-yl)-1′,2′,4′,5′-tetrahydro-1H-[2,4′]biimidazolyl-3′-carbonyl]-2-methyl-propyl}-carbamic acid methyl ester). Yield: 29.4%. RXN SMILES: [CH3:1][O:2][C:3](=[O:31])[NH:4][CH:5]([C:9]([N:11]1[CH:15]([C:16]2[NH:17][CH:18]=[C:19]([C:21]3[CH:26]=[CH:25][C:24](Br)=[CH:23][CH:22]=3)[N:20]=2)[CH2:14][N:13]([C:28](=[O:30])[CH3:29])[CH2:12]1)=[O:10])[CH:6]([CH3:8])[CH3:7].[CH3:32][O:33][C:34](=[O:67])[NH:35][CH:36]([C:40]([N:42]1[CH2:46][CH2:45][CH2:44][CH:43]1[C:47]1[NH:48][CH:49]=[C:50]([C:52]2[CH:57]=[CH:56][C:55](B3OC(C)(C)C(C)(C)O3)=[CH:54][CH:53]=2)[N:51]=1)=[O:41])[CH:37]([CH3:39])[CH3:38].C(=O)([O-])[O-].[K+].[K+].COCCOC>C1C=CC([P]([Pd]([P](C2C=CC=CC=2)(C2C=CC=CC=2)C2C=CC=CC=2)([P](C2C=CC=CC=2)(C2C=CC=CC=2)C2C=CC=CC=2)[P](C2C=CC=CC=2)(C2C=CC=CC=2)C2C=CC=CC=2)(C2C=CC=CC=2)C2C=CC=CC=2)=CC=1.O>[CH3:1][O:2][C:3](=[O:31])[NH:4][CH:5]([C:9]([N:11]1[CH:15]([C:16]2[NH:20][C:19]([C:21]3[CH:26]=[CH:25][C:24]([C:55]4[CH:56]=[CH:57][C:52]([C:50]5[NH:51][C:47]([CH:43]6[CH2:44][CH2:45][CH2:46][N:42]6[C:40](=[O:41])[CH:36]([NH:35][C:34]([O:33][CH3:32])=[O:67])[CH:37]([CH3:39])[CH3:38])=[N:48][CH:49]=5)=[CH:53][CH:54]=4)=[CH:23][CH:22]=3)=[CH:18][N:17]=2)[CH2:14][N:13]([C:28](=[O:30])[CH3:29])[CH2:12]1)=[O:10])[CH:6]([CH3:8])[CH3:7] |f:2.3.4,^1:83,85,104,123|. Reported procedure: {1-[1′-Acetyl-4-(4-bromo-phenyl)-1′,2′,4′,5′-tetrahydro-1H-[2,4′]biimidazolyl-3′-carbonyl]-2-methyl-propyl}-carbamic acid methyl ester (150 mg, 0.304 mmol) was combined with [2-Methyl-1-(2-{4-[4-(4,4,5,5-tetramethyl-[1,3,2]dioxaborolan-2-yl)-phenyl]-1H-imidazol-2-yl}-pyrrolidine-1-carbonyl)-propyl]carbamic acid methyl ester (151 mg, 0.304 mmol) under an argon atmosphere. Potassium carbonate (83.9 mg, 0.608 mmol) and Pd(PPh3)4 (34 mg, 0.030 mmol) were added, followed by DME (8 mL) and water (2 mL... The reactants are CC(=O)OC(C)=O, CCC=CCCC(C)(C)O. Product: CCC=CCCC(C)(C)OC(C)=O. Reaction SMILES: [CH3:11][C:12](=[O:13])[O:14][C:15](=[O:16])[CH3:17].[CH3:1][C:2]([CH3:3])([CH2:4][CH2:5][CH:6]=[CH:7][CH2:8][CH3:9])[OH:10]>>[CH3:1][C:2]([CH3:3])([CH2:4][CH2:5][CH:6]=[CH:7][CH2:8][CH3:9])[O:10][C:12]([CH3:11])=[O:13]. Reactants: [Al+3], [H-], [H-], [H-], [H-], [Li+], C1CCOC1, O=C(CCNCC1COc2ccccc2O1)Nc1ccc2c(c1)OCO2. Product: c1ccc2c(c1)OCC(CNCCCNc1ccc3c(c1)OCO3)O2. RXN SMILES: [Al+3:2].[H-:1].[H-:4].[H-:5].[H-:6].[Li+:3].[O:33]1[CH2:34][CH2:35][CH2:36][CH2:37]1.[O:7]1[CH:8]([CH2:17][NH:18][CH2:19][CH2:20][C:21](=[O:22])[NH:23][c:24]2[cH:25][c:26]3[c:27]([cH:28][cH:29]2)[O:30][CH2:31][O:32]3)[CH2:9][O:10][c:11]2[c:12]1[cH:13][cH:14][cH:15][cH:16]2>>[O:7]1[CH:8]([CH2:17][NH:18][CH2:19][CH2:20][CH2:21][NH:23][c:24]2[cH:25][c:26]3[c:27]([cH:28][cH:29]2)[O:30][CH2:31][O:32]3)[CH2:9][O:10][c:11]2[c:12]1[cH:13][cH:14][cH:15][cH:16]2. Reactants: COC1=CC=C(C=C1)C=1N(C=C(N1)C(F)(F)F)C (2-(4-methoxyphenyl)-1-methyl-4-(trifluoromethyl)-imidazole). Solvent: C(C)(=O)O (acetic acid), Br (hydrobromic acid), O (water). The product is OC1=CC=C(C=C1)C=1N(C=C(N1)C(F)(F)F)C (2-(4-hydroxyphenyl)-1-methyl-4-(trifluoromethyl)-1H-imidazole). RXN SMILES: C[O:2][C:3]1[CH:8]=[CH:7][C:6]([C:9]2[N:10]([CH3:18])[CH:11]=[C:12]([C:14]([F:17])([F:16])[F:15])[N:13]=2)=[CH:5][CH:4]=1>C(O)(=O)C.Br.O>[OH:2][C:3]1[CH:8]=[CH:7][C:6]([C:9]2[N:10]([CH3:18])[CH:11]=[C:12]([C:14]([F:17])([F:16])[F:15])[N:13]=2)=[CH:5][CH:4]=1. Procedure: 9.3 g of 2-(4-methoxyphenyl)-1-methyl-4-(trifluoromethyl)-imidazole are dissolved in a mixture of 46.1 ml of acetic acid and 46.5 ml of 48% strength hydrobromic acid and the solution is heated under reflux for 48 hours. The solution is concentrated in a rotary evaporator to form a thick paste which is diluted with water; the pH is adjusted to 11 with concentrated ammonia and finally extraction is carried out several times with ethyl acetate. After drying the organic phase and filtration, concent... Starting materials: ClC1=NC2=CC=C(C=C2C=C1[N+](=O)[O-])OC (2-chloro-6-methoxy-3-nitroquinoline), ClC1=NC2=CC=C(C=C2C=C1[N+](=O)[O-])OC (2-chloro-6-methoxy-3-nitroquinoline), N (ammonia). Conditions: temperature 125 celsius, time 6 hour. Yields the product NC1=NC2=CC=C(C=C2C=C1[N+](=O)[O-])OC (2-Amino-6-methoxy-3-nitroquinoline). As a reaction SMILES: Cl[C:2]1[C:11]([N+:12]([O-:14])=[O:13])=[CH:10][C:9]2[C:4](=[CH:5][CH:6]=[C:7]([O:15][CH3:16])[CH:8]=2)[N:3]=1.[NH3:17]>>[NH2:17][C:2]1[C:11]([N+:12]([O-:14])=[O:13])=[CH:10][C:9]2[C:4](=[CH:5][CH:6]=[C:7]([O:15][CH3:16])[CH:8]=2)[N:3]=1. Procedure details: 0.75 g of 2-chloro-6-methoxy-3-nitroquinoline (compound C3) are dissolved in 70 ml of ethanolic ammonia solution and stirred at 125° C. for 6 h in an autoclave. After cooling to room temperature, the reaction mixture is concentrated in vacuo and the residue redissolved in 30 ml of ethyl acetate and extracted two times each with 30 ml of halfsaturated aqueous potassium carbonate solution. The organic phase is dried using magnesium sulfate, filtered and evaporated in vacuo. The residue is filtered... Starting materials: [Li]C(C)(C)C, C1CCOC1, CCCCCCC, CCOC(C)=O, Fc1cnc(Cl)nc1, N#CC1=C(C#N)C(=O)C(Cl)=C(Cl)C1=O, CN(c1ccc(F)cc1)c1nccs1, [Na+], [OH-], O. Product: CN(c1ccc(F)cc1)c1ncc(-c2nc(Cl)ncc2F)s1. Reaction SMILES: [C:1]([Li:2])([CH3:3])([CH3:4])[CH3:5].[CH2:51]1[O:52][CH2:53][CH2:54][CH2:55]1.[CH3:44][CH2:45][CH2:46][CH2:47][CH2:48][CH2:49][CH3:50].[CH3:57][CH2:58][O:59][C:60]([CH3:61])=[O:62].[Cl:20][c:21]1[n:22][cH:23][c:24]([F:27])[cH:25][n:26]1.[Cl:28][C:29]1=[C:40]([Cl:41])[C:38](=[O:39])[C:35]([C:36]#[N:37])=[C:32]([C:33]#[N:34])[C:30]1=[O:31].[F:6][c:7]1[cH:8][cH:9][c:10]([N:13]([c:14]2[s:15][cH:16][cH:17][n:18]2)[CH3:19])[cH:11][cH:12]1.[Na+:43].[OH-:42].[OH2:56]>>[F:6][c:7]1[cH:8][cH:9][c:10]([N:13]([c:14]2[s:15][c:16](-[c:25]3[c:24]([F:27])[cH:23][n:22][c:21]([Cl:20])[n:26]3)[cH:17][n:18]2)[CH3:19])[cH:11][cH:12]1. As a reaction SMILES: [Br:30][c:31]1[n:32][c:33]([N:41]2[CH2:42][CH2:43][N:44]([CH2:47][CH3:48])[CH2:45][CH2:46]2)[c:34]2[cH:35][cH:36][cH:37][cH:38][c:39]2[cH:40]1.[C:1]([CH3:2])(=[O:3])[O:4][CH2:5][c:6]1[cH:7][c:8]([Sn:17]([CH2:18][CH2:19][CH2:20][CH3:21])([CH2:22][CH2:23][CH2:24][CH3:25])[CH2:26][CH2:27][CH2:28][CH3:29])[cH:9][cH:10][c:11]1[CH2:12][O:13][C:14]([CH3:15])=[O:16].[CH3:57][CH2:58][O:59][C:60](=[O:61])[CH3:62].[c:49]1([CH3:50])[c:51]([CH3:52])[cH:53][cH:54][cH:55][cH:56]1>>[C:1]([CH3:2])(=[O:3])[O:4][CH2:5][c:6]1[cH:7][c:8](-[c:31]2[n:32][c:33]([N:41]3[CH2:42][CH2:43][N:44]([CH2:47][CH3:48])[CH2:45][CH2:46]3)[c:34]3[cH:35][cH:36][cH:37][cH:38][c:39]3[cH:40]2)[cH:9][cH:10][c:11]1[CH2:12][O:13][C:14]([CH3:15])=[O:16]. The product is CCN1CCN(c2nc(-c3ccc(COC(C)=O)c(COC(C)=O)c3)cc3ccccc23)CC1. Reactants: CCN1CCN(c2nc(Br)cc3ccccc23)CC1, CCCC[Sn](CCCC)(CCCC)c1ccc(COC(C)=O)c(COC(C)=O)c1, CCOC(C)=O, Cc1ccccc1C. Starting materials: NC=1C=CC2=C(C=CC(O2)(C)C)C1 (6-amino-2,2-dimethylbenzopyran), C(C)(=O)[O-].[NH4+] (ammonium acetate), [OH-].[NH4+] (ammonium hydroxide), C=O (formaldehyde), 20g, C(=O)C=O (glyoxal), ice. Product: CC1(OC2=C(C=C1)C=C(C=C2)N2C=NC=C2)C (2,2-DIMETHYL-6-(1H-IMIDAZOL-1 -YL)BENZOPYRAN). Solvent: C(C)(=O)O (acetic acid), CO (MeOH). Conditions: temperature 65 celsius, time 1 hour. Reported procedure: To a stirred solution of 20 g (0.11 mol) of 6-amino-2,2-dimethylbenzopyran and 70 g (0.91 mol) of ammonium acetate in 190 mL of acetic acid and 770 mL of MeOH at 65° C. is added dropwise over 0.5 h, a mixture of 11.1 g (0.14 mol) of formaldehyde and 20g (0.14 mol) of glyoxal. The mixture is stirred for 1 hour at 65° C., then poured onto 800 g of ice. The pH of the solution is adjusted to 10 by the addition of concentrated ammonium hydroxide. The mixture is extracted with dichloromethane (3×200 m... As a reaction SMILES: [NH2:1][C:2]1[CH:3]=[CH:4][C:5]2[O:10][C:9]([CH3:12])([CH3:11])[CH:8]=[CH:7][C:6]=2[CH:13]=1.[C:14]([O-])(=O)[CH3:15].[NH4+:18].[CH2:19]=O.C(C=O)=O.[OH-].[NH4+]>C(O)(=O)C.CO>[CH3:12][C:9]1([CH3:11])[CH:8]=[CH:7][C:6]2[CH:13]=[C:2]([N:1]3[CH:15]=[CH:14][N:18]=[CH:19]3)[CH:3]=[CH:4][C:5]=2[O:10]1 |f:1.2,5.6|. Reactants: ClC=1C=2C(C=C3C(OC(=NC13)C=1N(N=C(C1)C(F)(F)F)C1=NC=CC=C1Cl)=O)=NSN2 (4-chloro-6-[2-(3-chloro-pyridin-2-yl)-5-trifluoromethyl-2H-pyrazol-3-yl]-7-oxa-2-thia-1,3,5-triaza-cyclopenta[b]naphthalen-8-one), C1(CC1)CN (cyclopropanemethylamine). Product: C1(CC1)CNC(=O)C=1C(=C(C=2C(=NSN2)C1)Cl)NC(=O)C=1N(N=C(C1)C(F)(F)F)C1=NC=CC=C1Cl (7-chloro-6-{[2-(3-chloro-pyridin-2-yl)-5-trifluoromethyl-2H-pyrazole-3-carbonyl]-amino}-benzo[1,2,5]thiadiazole-5-carboxylic acid cyclopropylmethyl-amide). RXN SMILES: [Cl:1][C:2]1[C:3]2[C:4](=[N:29][S:30][N:31]=2)[CH:5]=[C:6]2[C:11]=1[N:10]=[C:9]([C:12]1[N:13]([C:21]3[C:26]([Cl:27])=[CH:25][CH:24]=[CH:23][N:22]=3)[N:14]=[C:15]([C:17]([F:20])([F:19])[F:18])[CH:16]=1)[O:8][C:7]2=[O:28].[CH:32]1([CH2:35][NH2:36])[CH2:34][CH2:33]1>>[CH:32]1([CH2:35][NH:36][C:7]([C:6]2[C:11]([NH:10][C:9]([C:12]3[N:13]([C:21]4[C:26]([Cl:27])=[CH:25][CH:24]=[CH:23][N:22]=4)[N:14]=[C:15]([C:17]([F:20])([F:19])[F:18])[CH:16]=3)=[O:8])=[C:2]([Cl:1])[C:3]3[C:4]([CH:5]=2)=[N:29][S:30][N:31]=3)=[O:28])[CH2:34][CH2:33]1. Procedure: See step f) of example H2 using 4-chloro-6-[2-(3-chloro-pyridin-2-yl)-5-trifluoromethyl-2H-pyrazol-3-yl]-7-oxa-2-thia-1,3,5-triaza-cyclopenta[b]naphthalen-8-one as starting material and cyclopropanemethylamine. After 18 hours reaction and chromatography column purification, a slightly brown solid is obtained (85%). LC/MS: 556/558 (M+1)+. Reactants: [Al+3], COc1ccccc1, [Cl-], [Cl-], [Cl-], O=C(Cl)CCc1ccc(F)cc1. RXN SMILES: [Al+3:22].[CH3:13][O:14][c:15]1[cH:16][cH:17][cH:18][cH:19][cH:20]1.[Cl-:21].[Cl-:23].[Cl-:24].[F:1][c:2]1[cH:3][cH:4][c:5]([CH2:8][CH2:9][C:10](=[O:11])[Cl:12])[cH:6][cH:7]1>>[F:1][c:2]1[cH:3][cH:4][c:5]([CH2:8][CH2:9][C:10](=[O:11])[c:18]2[cH:17][cH:16][c:15]([O:14][CH3:13])[cH:20][cH:19]2)[cH:6][cH:7]1. The product is COc1ccc(C(=O)CCc2ccc(F)cc2)cc1.